The task is: describe an organic reaction: reactants, conditions, products, and yield. This data is from the Open Reaction Database (ORD), a public repository of structured organic reaction records. Product: Nc1ccccc1C(=O)c1ccccc1Cl. The reactants are CC(C)(C)OC(=O)Nc1ccccc1C(=O)c1ccccc1Cl, CC(=O)O, Cl. RXN SMILES: [C:1]([O:2][C:3](=[O:4])[NH:7][c:8]1[c:9]([C:14]([c:15]2[c:16]([Cl:21])[cH:17][cH:18][cH:19][cH:20]2)=[O:22])[cH:10][cH:11][cH:12][cH:13]1)([CH3:5])([CH3:6])[CH3:23].[C:25]([OH:26])(=[O:27])[CH3:28].[ClH:24]>>[NH2:7][c:8]1[c:9]([C:14]([c:15]2[c:16]([Cl:21])[cH:17][cH:18][cH:19][cH:20]2)=[O:22])[cH:10][cH:11][cH:12][cH:13]1.